Dataset: the Open Reaction Database (ORD), a public repository of structured organic reaction records. Task: describe an organic reaction: reactants, conditions, products, and yield The reactants are [BH4-], C1CCOC1, CCC(Oc1ccc(C(CC)(CC)c2ccc3cc(C(=O)OC)ccc3c2)cc1C)C(=O)C(C)(C)C, CCOC(C)=O, ClCCl, ClCCl, [Na+]. Yields the product CCC(Oc1ccc(C(CC)(CC)c2ccc3cc(C(=O)OC)ccc3c2)cc1C)C(O)C(C)(C)C. As a reaction SMILES: [BH4-:37].[CH2:51]1[O:52][CH2:53][CH2:54][CH2:55]1.[CH3:1][O:2][C:3](=[O:4])[c:5]1[cH:6][c:7]2[cH:8][cH:9][c:10]([C:15]([CH2:16][CH3:17])([CH2:18][CH3:19])[c:20]3[cH:21][c:22]([CH3:36])[c:23]([O:26][CH:27]([C:28]([C:29]([CH3:30])([CH3:31])[CH3:32])=[O:33])[CH2:34][CH3:35])[cH:24][cH:25]3)[cH:11][c:12]2[cH:13][cH:14]1.[CH3:42][CH2:43][O:44][C:45]([CH3:46])=[O:47].[Cl:39][CH2:40][Cl:41].[Cl:48][CH2:49][Cl:50].[Na+:38]>>[CH3:1][O:2][C:3](=[O:4])[c:5]1[cH:6][c:7]2[cH:8][cH:9][c:10]([C:15]([CH2:16][CH3:17])([CH2:18][CH3:19])[c:20]3[cH:21][c:22]([CH3:36])[c:23]([O:26][CH:27]([CH:28]([C:29]([CH3:30])([CH3:31])[CH3:32])[OH:33])[CH2:34][CH3:35])[cH:24][cH:25]3)[cH:11][c:12]2[cH:13][cH:14]1. RXN SMILES: [OH:1][C:2]1([CH2:6][S:7]([NH2:10])(=[O:9])=[O:8])[CH2:5][CH2:4][CH2:3]1.[CH3:11][Si]([N-][Si](C)(C)C)(C)C.[Na+].[N-:21]=[C:22]=S.BrN1[C:29](=O)[CH2:28][CH2:27][C:26]1=O.Cl.[CH2:33]1[CH2:37][O:36][CH2:35][CH2:34]1>CN1C(=O)CCC1.O.CO.O1CCOCC1.C(#N)C>[O:8]=[S:7]1(=[O:9])[CH2:6][C:2]2([CH2:5][CH2:4][CH2:3]2)[O:1][C:22]([NH:21][C@H:33]([C:37]2[CH:11]=[CH:29][CH:28]=[CH:27][CH:26]=2)[CH2:34][CH2:35][OH:36])=[N:10]1 |f:1.2|. Reported procedure: Under inert gas, 192 mg of (1-hydroxycyclobutyl)methanesulfonamide were dissolved in 1.5 ml of NMP, and admixed at −10° C. with 0.58 ml of a 2 N solution of sodium bis(trimethylsilyl)amide in THF and, after stirring for 5 minutes, with the isothiocyanate solution prepared above. After stirring for 30 minutes, 207 mg of N-bromosuccinimide were added in 4 portions and the resulting reaction solution was stirred at constant temperature for 30 minutes. The reaction mixture was diluted with 50 ml of ... Product: O=S1(N=C(OC2(CCC2)C1)N[C@@H](CCO)C1=CC=CC=C1)=O ((S)-3-(8,8-Dioxo-5-oxa-8lambda6-thia-7-azaspiro[3.5]non-6-en-6-ylamino)-3-phenylpropan-1-ol). Starting materials: [N-]=C=S (isothiocyanate), BrN1C(CCC1=O)=O (N-bromosuccinimide), solution, Cl (hydrochloric acid), solution, C[Si](C)(C)[N-][Si](C)(C)C.[Na+] (sodium bis(trimethylsilyl)amide), C1CCOC1 (THF), OC1(CCC1)CS(=O)(=O)N ((1-hydroxycyclobutyl)methanesulfonamide). Reaction conditions: time 30 minute. Run in O (water), O1CCOCC1 (dioxane), C(C)#N (acetonitrile), CO (methanol), CN1CCCC1=O (NMP). Starting materials: NC=1SC2=C(NC(=NC2=O)SCC2=C(C(=CC=C2)F)F)N1 (2-Amino-5-[[(2,3-difluorophenyl)methyl]thio]thiazolo[4,5-d]pyrimidin-7(4H)-one), N(=O)OCCC(C)C (isoamyl nitrite). Solvent: O1CCCC1 (tetrahydrofuran). Reaction conditions: temperature 70 celsius. The product is FC1=C(C=CC=C1F)CSC1=NC(C2=C(N1)N=CS2)=O (5-[[(2,3-Difluorophenyl)methyl]thio]thiazolo[4,5-d]pyrimidin-7(4H)-one). The yield is 63.9%. As a reaction SMILES: N[C:2]1[S:3][C:4]2[C:9](=[O:10])[N:8]=[C:7]([S:11][CH2:12][C:13]3[CH:18]=[CH:17][CH:16]=[C:15]([F:19])[C:14]=3[F:20])[NH:6][C:5]=2[N:21]=1.N(OCCC(C)C)=O>O1CCCC1>[F:20][C:14]1[C:15]([F:19])=[CH:16][CH:17]=[CH:18][C:13]=1[CH2:12][S:11][C:7]1[NH:6][C:5]2[N:21]=[CH:2][S:3][C:4]=2[C:9](=[O:10])[N:8]=1. Procedure details: To a solution of the product from Example 3 (1.0 g) in tetrahydrofuran (50 ml) was added isoamyl nitrite (3 ml) and the mixture heated at 70° C. for 2 hours. The mixture was evaporated to dryness and purified (SiO2, ethyl acetate:chloroform 1:9 as eluant) to give the title compound (0.61 g). Reactants: BrC=1C=C(C(N(C1)C)=O)NC=1OC(=CN1)C (5-Bromo-1-methyl-3-(5-methyloxazol-2-ylamino)pyridin-2(1H)-one), C(C)(=O)OCC=1C(=NC=CC1B(O)O)N1C(C2=CC=3CC(CC3N2CC1)(C)C)=O ({3-[(Acetyloxy)methyl]-2-{4,4-dimethyl-9-oxo-1,10-diazatricyclo[6.4.0.02,6]dodeca-2(6),7-dien-10-yl}pyridin-4-yl}boronic Acid), [O-]P(=O)([O-])[O-].[K+].[K+].[K+] (K3PO4), C(C)(=O)[O-].[Na+] (sodium acetate). Reagents/catalysts: C1=CC=C(C=C1)P([C-]2C=CC=C2)C3=CC=CC=C3.C1=CC=C(C=C1)P([C-]2C=CC=C2)C3=CC=CC=C3.Cl[Pd]Cl.[Fe+2] (Pd(dppf)Cl2). The solvent is C(C)#N (acetonitrile), O (water). Conditions: temperature 90 celsius. Product: C(C)(=O)OCC=1C(=NC=CC1C1=CN(C(C(=C1)NC=1OC(=CN1)C)=O)C)N1C(C2=CC=3CC(CC3N2CC1)(C)C)=O ((2-{4,4-Dimethyl-9-oxo-1,10-diazatricyclo[6.4.0.02,6]dodeca-2(6),7-dien-10-yl}-4-{1-methyl-5-[(5-methyl-1,3-oxazol-2-yl)amino]-6-oxo-1,6-dihydropyridin-3-yl}pyridin-3-yl)methyl Acetate). Yield: 33.9%. RXN SMILES: Br[C:2]1[CH:3]=[C:4]([NH:10][C:11]2[O:12][C:13]([CH3:16])=[CH:14][N:15]=2)[C:5](=[O:9])[N:6]([CH3:8])[CH:7]=1.[C:17]([O:20][CH2:21][C:22]1[C:23]([N:31]2[CH2:42][CH2:41][N:40]3[C:33](=[CH:34][C:35]4[CH2:36][C:37]([CH3:44])([CH3:43])[CH2:38][C:39]=43)[C:32]2=[O:45])=[N:24][CH:25]=[CH:26][C:27]=1B(O)O)(=[O:19])[CH3:18].[O-]P([O-])([O-])=O.[K+].[K+].[K+].C([O-])(=O)C.[Na+]>C1C=CC(P(C2C=CC=CC=2)[C-]2C=CC=C2)=CC=1.C1C=CC(P(C2C=CC=CC=2)[C-]2C=CC=C2)=CC=1.Cl[Pd]Cl.[Fe+2].C(#N)C.O>[C:17]([O:20][CH2:21][C:22]1[C:23]([N:31]2[CH2:42][CH2:41][N:40]3[C:33](=[CH:34][C:35]4[CH2:36][C:37]([CH3:44])([CH3:43])[CH2:38][C:39]=43)[C:32]2=[O:45])=[N:24][CH:25]=[CH:26][C:27]=1[C:2]1[CH:3]=[C:4]([NH:10][C:11]2[O:12][C:13]([CH3:16])=[CH:14][N:15]=2)[C:5](=[O:9])[N:6]([CH3:8])[CH:7]=1)(=[O:19])[CH3:18] |f:2.3.4.5,6.7,8.9.10.11|. Procedure details: A 50-mL single-neck round-bottomed flask equipped with a magnetic stirrer and a reflux condenser was charged with 262a (150 mg, 0.53 mmol), {3-[(acetyloxy)methyl]-2-{4,4-dimethyl-9-oxo-1,10-diazatricyclo[6.4.0.02,6]dodeca-2(6),7-dien-10-yl}pyridin-4-yl}boronic acid 199e (421 mg, 1.06 mmol), Pd(dppf)Cl2 (37 mg, 0.050 mmol), K3PO4 (225 mg, 1.06 mmol), sodium acetate (87 mg, 1.06 mmol), water (0.5 mL), and acetonitrile (10 mL). After three cycles of vacuum/argon flush, the mixture was heated at 90°... Starting materials: C, Cn1c(-c2cccc(OCCCN3CCCCC3)c2)nc2ccc([N+](=O)[O-])cc2c1=O, CO, [H][H], [Pd]. The product is Cn1c(-c2cccc(OCCCN3CCCCC3)c2)nc2ccc(N)cc2c1=O. As a reaction SMILES: [C:36].[CH3:1][n:2]1[c:3](-[c:16]2[cH:17][c:18]([O:22][CH2:23][CH2:24][CH2:25][N:26]3[CH2:27][CH2:28][CH2:29][CH2:30][CH2:31]3)[cH:19][cH:20][cH:21]2)[n:4][c:5]2[cH:6][cH:7][c:8]([N+:13]([O-:14])=[O:15])[cH:9][c:10]2[c:11]1=[O:12].[CH3:34][OH:35].[H:32][H:33].[Pd:37]>>[CH3:1][n:2]1[c:3](-[c:16]2[cH:17][c:18]([O:22][CH2:23][CH2:24][CH2:25][N:26]3[CH2:27][CH2:28][CH2:29][CH2:30][CH2:31]3)[cH:19][cH:20][cH:21]2)[n:4][c:5]2[cH:6][cH:7][c:8]([NH2:13])[cH:9][c:10]2[c:11]1=[O:12]. Reaction SMILES: [CH3:1][c:2]1[cH:3][c:4]([CH:9]2[CH2:10][N:11]([c:15]3[c:16]([F:36])[cH:17][c:18]4[c:19]([c:20]5[c:21](=[O:34])[c:22]([C:29](=[O:30])[O:31][CH2:32][CH3:33])[cH:23][n:24]([CH3:28])[c:25]5[cH:26][n:27]4)[cH:35]3)[CH2:12][CH2:13][NH:14]2)[cH:5][cH:6][c:7]1[CH3:8].[CH3:37][CH2:38][OH:39].[K+:41].[OH-:40].[OH2:42]>>[CH3:1][c:2]1[cH:3][c:4]([CH:9]2[CH2:10][N:11]([c:15]3[c:16]([F:36])[cH:17][c:18]4[c:19]([c:20]5[c:21](=[O:34])[c:22]([C:29](=[O:30])[OH:31])[cH:23][n:24]([CH3:28])[c:25]5[cH:26][n:27]4)[cH:35]3)[CH2:12][CH2:13][NH:14]2)[cH:5][cH:6][c:7]1[CH3:8]. Reactants: CCOC(=O)c1cn(C)c2cnc3cc(F)c(N4CCNC(c5ccc(C)c(C)c5)C4)cc3c2c1=O, CCO, [K+], [OH-], O. Yields the product Cc1ccc(C2CN(c3cc4c(cc3F)ncc3c4c(=O)c(C(=O)O)cn3C)CCN2)cc1C. Starting materials: N1(CCOCC1)C=1N=C(NC(C1)=O)CC(=O)[O-].[Na+] (sodium [4-(morpholin-4-yl)-6-oxo-1,6-dihydropyrimidin-2-yl]acetate), N1C(CC2=CC=CC=C12)CO (2,3-dihydro-1H-indol-2-ylmethanol), Cl.CN(CCCN=C=NCC)C (N-[3-(dimethylamino)propyl]-N′-ethylcarbodiimide hydrochloride). Run in N1=CC=CC=C1 (pyridine), CN(C=O)C (N,N-dimethylformamide). Product: OCC1N(C2=CC=CC=C2C1)C(CC1=NC(=CC(N1)=O)N1CCOCC1)=O (2-{2-[2-(hydroxymethyl)-2,3-dihydro-1H-indol-1-yl]-2-oxoethyl}-6-(morpholin-4-yl)pyrimidin-4(3H)-one). Yield: 57.3%. As a reaction SMILES: [N:1]1([C:7]2[N:8]=[C:9]([CH2:14][C:15]([O-:17])=O)[NH:10][C:11](=[O:13])[CH:12]=2)[CH2:6][CH2:5][O:4][CH2:3][CH2:2]1.[Na+].[NH:19]1[C:27]2[C:22](=[CH:23][CH:24]=[CH:25][CH:26]=2)[CH2:21][CH:20]1[CH2:28][OH:29].Cl.CN(C)CCCN=C=NCC>N1C=CC=CC=1.CN(C)C=O>[OH:29][CH2:28][CH:20]1[CH2:21][C:22]2[C:27](=[CH:26][CH:25]=[CH:24][CH:23]=2)[N:19]1[C:15](=[O:17])[CH2:14][C:9]1[NH:10][C:11](=[O:13])[CH:12]=[C:7]([N:1]2[CH2:2][CH2:3][O:4][CH2:5][CH2:6]2)[N:8]=1 |f:0.1,3.4|. Procedure details: The product is prepared according to the procedure described in example 5, using 261 mg of sodium [4-(morpholin-4-yl)-6-oxo-1,6-dihydropyrimidin-2-yl]acetate, 298 mg of 2,3-dihydro-1H-indol-2-ylmethanol and 249 mg of N-[3-(dimethylamino)propyl]-N′-ethylcarbodiimide hydrochloride in a mixture of 322 μl of pyridine and 4.0 ml of N,N-dimethylformamide. 212 mg of 2-{2-[2-(hydroxymethyl)-2,3-dihydro-1H-indol-1-yl]-2-oxoethyl}-6-(morpholin-4-yl)pyrimidin-4(3H)-one are obtained in the form of a pale pi...